This data is from the Open Reaction Database (ORD), a public repository of structured organic reaction records. The task is: describe an organic reaction: reactants, conditions, products, and yield Starting materials: O=C([O-])O, ClCCl, Cl, CCOC(=O)C1C(C)OC(=O)C1N, [Na+]. Product: CCOC(=O)C(C(C)O)C(N)C(=O)O. Reaction SMILES: [C:15]([O-:16])(=[O:17])[OH:18].[CH2:20]([Cl:21])[Cl:22].[ClH:1].[NH2:2][CH:3]1[C:4](=[O:5])[O:6][CH:7]([CH3:14])[CH:8]1[C:9](=[O:10])[O:11][CH2:12][CH3:13].[Na+:19]>>[NH2:2][CH:3]([C:4](=[O:5])[OH:16])[CH:8]([CH:7]([OH:6])[CH3:14])[C:9](=[O:10])[O:11][CH2:12][CH3:13]. Starting materials: [Li]CCCC, C=CCC1CC(=O)N1C(C(=O)OCc1ccccc1)=P(c1ccccc1)(c1ccccc1)c1ccccc1, CCCCCC, CC(C)NC1CCCCC1, C1CCOC1. Product: C=CCC1C(C(C)(C)O)C(=O)N1C(C(=O)OCc1ccccc1)=P(c1ccccc1)(c1ccccc1)c1ccccc1. As a reaction SMILES: [CH2:11]([Li:12])[CH2:13][CH2:14][CH3:15].[CH2:16]([CH:17]=[CH2:18])[CH:19]1[CH2:20][C:21](=[O:53])[N:22]1[C:23](=[P:24]([c:25]1[cH:26][cH:27][cH:28][cH:29][cH:30]1)([c:31]1[cH:32][cH:33][cH:34][cH:35][cH:36]1)[c:37]1[cH:38][cH:39][cH:40][cH:41][cH:42]1)[C:43](=[O:44])[O:45][CH2:46][c:47]1[cH:48][cH:49][cH:50][cH:51][cH:52]1.[CH3:59][CH2:60][CH2:61][CH2:62][CH2:63][CH3:64].[CH:1]([CH3:2])([CH3:3])[NH:4][CH:5]1[CH2:6][CH2:7][CH2:8][CH2:9][CH2:10]1.[O:54]1[CH2:55][CH2:56][CH2:57][CH2:58]1>>[C:1]([CH3:2])([CH3:3])([CH:20]1[CH:19]([CH2:16][CH:17]=[CH2:18])[N:22]([C:23](=[P:24]([c:25]2[cH:26][cH:27][cH:28][cH:29][cH:30]2)([c:31]2[cH:32][cH:33][cH:34][cH:35][cH:36]2)[c:37]2[cH:38][cH:39][cH:40][cH:41][cH:42]2)[C:43](=[O:44])[O:45][CH2:46][c:47]2[cH:48][cH:49][cH:50][cH:51][cH:52]2)[C:21]1=[O:53])[OH:54]. Starting materials: N1(CCCCC1)CC=1C=C(OCCCN)C=CC1 (3-[3-(Piperidinomethyl)phenoxy]propylamine), [N+](=O)([O-])NC1=NC=C(C(N1)=O)OCC (2-nitroamino-5-ethoxypyrimidin-4-one). Run in N1=CC=CC=C1 (pyridine). Yields the product N1(CCCCC1)CC=1C=C(OCCCNC2=NC=C(C(N2)=O)OCC)C=CC1 (2-[3-[3-(Piperidinomethyl)phenoxy]propylamino]-5ethoxy-pyrimidin-4-one). Reaction SMILES: [N:1]1([CH2:7][C:8]2[CH:9]=[C:10]([CH:16]=[CH:17][CH:18]=2)[O:11][CH2:12][CH2:13][CH2:14][NH2:15])[CH2:6][CH2:5][CH2:4][CH2:3][CH2:2]1.[N+](N[C:23]1[NH:28][C:27](=[O:29])[C:26]([O:30][CH2:31][CH3:32])=[CH:25][N:24]=1)([O-])=O>N1C=CC=CC=1>[N:1]1([CH2:7][C:8]2[CH:9]=[C:10]([CH:16]=[CH:17][CH:18]=2)[O:11][CH2:12][CH2:13][CH2:14][NH:15][C:23]2[NH:28][C:27](=[O:29])[C:26]([O:30][CH2:31][CH3:32])=[CH:25][N:24]=2)[CH2:6][CH2:5][CH2:4][CH2:3][CH2:2]1. Procedure: 3-[3-(Piperidinomethyl)phenoxy]propylamine (1.64 g), 2-nitroamino-5-ethoxypyrimidin-4-one (1.2 g) and pyridine (15 ml) were stirred under reflux conditions for 18 hours. Pyridine was evaporated under reduced pressure and water (25 ml) and chloroform (25 ml) added. The mixture was shaken, the chloroform layer extracted; the aqueous layer was further extracted with chloroform (2×25 ml), and the combined chloroform extracts were washed with water, dried (MgS04) and evaporated under reduced pressure... Starting materials: CCOC(C)=NOCCCCN1C(=O)c2ccccc2C1=O, [CH2]C, NN, CC(=O)NOCCCCN. Product: O=C1N=NC(=O)c2ccccc21. As a reaction SMILES: [C:15]1(=[O:36])[c:16]2[c:17]([cH:32][cH:33][cH:34][cH:35]2)[C:18](=[O:31])[N:19]1[CH2:20][CH2:21][CH2:22][CH2:23][O:24][N:25]=[C:26]([O:27][CH2:28][CH3:29])[CH3:30].[CH2:3][CH3:4].[NH2:1][NH2:2].[NH2:5][CH2:6][CH2:7][CH2:8][CH2:9][O:10][NH:11][C:12](=[O:13])[CH3:14]>>[N:5]1=[N:19][C:15](=[O:36])[c:16]2[c:17]([cH:32][cH:33][cH:34][cH:35]2)[C:18]1=[O:31]. Reactants: c1cc2c3c(c1)C1CNCCC1N3CCO2, Nc1cc(F)ccc1C(=O)CCCCl. Yields the product Nc1cc(F)ccc1C(=O)CCCN1CCC2C(C1)c1cccc3c1N2CCO3. Reaction SMILES: [CH2:1]1[CH2:2][O:3][c:4]2[cH:5][cH:6][cH:7][c:8]3[c:12]2[N:11]1[CH:10]1[CH:9]3[CH2:16][NH:15][CH2:14][CH2:13]1.[NH2:17][c:18]1[c:19]([C:25]([CH2:26][CH2:27][CH2:28][Cl:29])=[O:30])[cH:20][cH:21][c:22]([F:24])[cH:23]1>>[CH2:1]1[CH2:2][O:3][c:4]2[cH:5][cH:6][cH:7][c:8]3[c:12]2[N:11]1[CH:10]1[CH:9]3[CH2:16][N:15]([CH2:28][CH2:27][CH2:26][C:25]([c:19]2[c:18]([NH2:17])[cH:23][c:22]([F:24])[cH:21][cH:20]2)=[O:30])[CH2:14][CH2:13]1. Procedure: Into a one-liter three-necked conical flask are introduced 50 g (333.04 mmol) of piperonal, 53.34 g (333.04 mmol) of diethyl malonate, 2.26 g (26.59 mmol) of piperidine, 110 ml of toluene and 1.6 g (26.66 mmol) of acetic acid. Reactants: C1=CC2=C(C=C1C=O)OCO2 (piperonal), C(CC(=O)OCC)(=O)OCC (diethyl malonate), N1CCCCC1 (piperidine), C(C)(=O)O (acetic acid). Reaction SMILES: [CH:1]1[C:6]([CH:7]=O)=[CH:5][C:4]2[O:9][CH2:10][O:11][C:3]=2[CH:2]=1.[C:12]([O:20][CH2:21][CH3:22])(=[O:19])[CH2:13][C:14]([O:16][CH2:17][CH3:18])=[O:15].N1CCCCC1.C(O)(=O)C>C1(C)C=CC=CC=1>[CH:7](=[C:13]([C:14]([O:16][CH2:17][CH3:18])=[O:15])[C:12]([O:20][CH2:21][CH3:22])=[O:19])[C:6]1[CH:1]=[CH:2][C:3]2[O:11][CH2:10][O:9][C:4]=2[CH:5]=1. Yields the product C(C1=CC=2OCOC2C=C1)=C(C(=O)OCC)C(=O)OCC (Diethyl Piperonylidenemalonate). Run in C1(=CC=CC=C1)C (toluene). Reactants: C1(CC1)NC([C@H]([C@H](CCC)NC(=O)[C@H]1N(C[C@@H](C1)OC1=CC(=NC2=CC(=CC=C12)OC)N1N=CC=C1)C(=O)OC(C)(C)C)O)=O ((2S,4R)-tert-butyl 2-((2S,3S)-1-(cyclopropylamino)-2-hydroxy-1-oxohexan-3-ylcarbamoyl)-4-(7-methoxy-2-(1H-pyrazol-1-yl)quinolin-4-yloxy)pyrrolidine-1-carboxylate), Cl (hydrochloric acid), COC(C)(C)C (Methyl t-butylether). The solvent is CO (methanol). Run at time 2 hour. Product: [Cl-].C1(CC1)NC([C@H]([C@H](CCC)NC(=O)[C@H]1[NH2+]C[C@@H](C1)OC1=CC(=NC2=CC(=CC=C12)OC)N1N=CC=C1)O)=O ((2S,4R)-2-((2S,3S)-1-(cyclopropylamino)-2-hydroxy-1-oxohexan-3-ylcarbamoyl)-4-(7-methoxy-2-(1H-pyrazol-1-yl)quinolin-4-yloxy)pyrrolidinium chloride). The yield is 98.0%. As a reaction SMILES: [CH:1]1([NH:4][C:5](=[O:45])[C@@H:6]([OH:44])[C@@H:7]([NH:11][C:12]([C@@H:14]2[CH2:18][C@@H:17]([O:19][C:20]3[C:29]4[C:24](=[CH:25][C:26]([O:30][CH3:31])=[CH:27][CH:28]=4)[N:23]=[C:22]([N:32]4[CH:36]=[CH:35][CH:34]=[N:33]4)[CH:21]=3)[CH2:16][N:15]2C(OC(C)(C)C)=O)=[O:13])[CH2:8][CH2:9][CH3:10])[CH2:3][CH2:2]1.[ClH:46].COC(C)(C)C>CO>[Cl-:46].[CH:1]1([NH:4][C:5](=[O:45])[C@@H:6]([OH:44])[C@@H:7]([NH:11][C:12]([C@@H:14]2[CH2:18][C@@H:17]([O:19][C:20]3[C:29]4[C:24](=[CH:25][C:26]([O:30][CH3:31])=[CH:27][CH:28]=4)[N:23]=[C:22]([N:32]4[CH:36]=[CH:35][CH:34]=[N:33]4)[CH:21]=3)[CH2:16][NH2+:15]2)=[O:13])[CH2:8][CH2:9][CH3:10])[CH2:3][CH2:2]1 |f:4.5|. Procedure: To a cooled solution (0-5° C.) of (2S,4R)-tert-butyl 2-((2S,3S)-1-(cyclopropylamino)-2-hydroxy-1-oxohexan-3-ylcarbamoyl)-4-(7-methoxy-2-(1H-pyrazol-1-yl)quinolin-4-yloxy)pyrrolidine-1-carboxylate (3.0 g; 4.82 mmol) in methanol (10 mL) was added 17% methanolic hydrochloric acid (20 mL) dropwise. The reaction mixture was stirred at room temperature for 2 hours under nitrogen atmosphere. Completion of the reaction was monitored by TLC. Methyl t-butylether (50 mL) was added to the mixture and stirre...